This data is from the Open Reaction Database (ORD), a public repository of structured organic reaction records. The task is: describe an organic reaction: reactants, conditions, products, and yield Reactants: C(C)OC=1C=C(C=CC1C(F)(F)F)C1=NC=2N(C(=C1)C(F)(F)F)N=CC2C#C (5-(3-Ethoxy-4-trifluoromethyl-phenyl)-3-ethynyl-7-trifluoromethyl-pyrazolo[1,5-a]pyrimidine), OCC(C)(C)NS(=O)(=O)C1=CN=C(S1)Cl (2-Chloro-thiazole-5-sulfonic acid (2-hydroxy-1,1-dimethyl-ethyl)-amide). Yields the product OCC(C)(C)NS(=O)(=O)C1=CN=C(S1)C#CC=1C=NN2C1N=C(C=C2C(F)(F)F)C2=CC(=C(C=C2)C(F)(F)F)OCC (2-[5-(3-Ethoxy-4-trifluoromethyl-phenyl)-7-trifluoromethyl-pyrazolo[1,5-a]pyrimidin-3-ylethynyl]-thiazole-5-sulfonic acid (2-hydroxy-1,1-dimethyl-ethyl)-amide), solid. Isolated yield 12.0%. Reaction SMILES: [CH2:1]([O:3][C:4]1[CH:5]=[C:6]([C:14]2[CH:19]=[C:18]([C:20]([F:23])([F:22])[F:21])[N:17]3[N:24]=[CH:25][C:26]([C:27]#[CH:28])=[C:16]3[N:15]=2)[CH:7]=[CH:8][C:9]=1[C:10]([F:13])([F:12])[F:11])[CH3:2].[OH:29][CH2:30][C:31]([NH:34][S:35]([C:38]1[S:42][C:41](Cl)=[N:40][CH:39]=1)(=[O:37])=[O:36])([CH3:33])[CH3:32]>>[OH:29][CH2:30][C:31]([NH:34][S:35]([C:38]1[S:42][C:41]([C:28]#[C:27][C:26]2[CH:25]=[N:24][N:17]3[C:18]([C:20]([F:21])([F:22])[F:23])=[CH:19][C:14]([C:6]4[CH:7]=[CH:8][C:9]([C:10]([F:13])([F:11])[F:12])=[C:4]([O:3][CH2:1][CH3:2])[CH:5]=4)=[N:15][C:16]=23)=[N:40][CH:39]=1)(=[O:37])=[O:36])([CH3:33])[CH3:32]. Procedure: The title compound was prepared from 5-(3-Ethoxy-4-trifluoromethyl-phenyl)-3-ethynyl-7-trifluoromethyl-pyrazolo[1,5-a]pyrimidine (example C.3) (400 mg, 1.0 mmol) and 2-chloro-thiazole-5-sulfonic acid(2-hydroxy-1,1-dimethyl-ethyl)-amide (example B.14) (244 mg, 1.0 mmol) according to general procedure II. Obtained as an orange solid (80 mg, 12%). MS (ISP) 634.1 [(M+H)+]; mp 209-211° C. Reactants: COC(=O)c1ccc(B2OC(C)(C)C(C)(C)O2)c(C)c1, CC1(C)C=C(OS(=O)(=O)C(F)(F)F)CC(C)(C)C1. Yields the product COC(=O)c1ccc(C2=CC(C)(C)CC(C)(C)C2)c(C)c1. As a reaction SMILES: [CH3:1][O:2][C:3]([c:4]1[cH:5][c:6]([CH3:19])[c:7]([B:10]2[O:11][C:12]([CH3:13])([CH3:14])[C:15]([CH3:16])([CH3:17])[O:18]2)[cH:8][cH:9]1)=[O:20].[F:21][C:22]([F:23])([F:24])[S:25]([O:26][C:27]1=[CH:28][C:29]([CH3:35])([CH3:36])[CH2:30][C:31]([CH3:33])([CH3:34])[CH2:32]1)(=[O:37])=[O:38]>>[CH3:1][O:2][C:3]([c:4]1[cH:5][c:6]([CH3:19])[c:7]([C:27]2=[CH:28][C:29]([CH3:35])([CH3:36])[CH2:30][C:31]([CH3:33])([CH3:34])[CH2:32]2)[cH:8][cH:9]1)=[O:20].